Task: describe an organic reaction: reactants, conditions, products, and yield. Dataset: the Open Reaction Database (ORD), a public repository of structured organic reaction records The reactants are CC(C)(C)OC(=O)C(CNC(=O)c1ccc(CCc2ccc3c(n2)NCCC3)cc1)NS(=O)(=O)c1ccccc1, ClCCl, O=C(O)C(F)(F)F. Product: O=C(NCC(NS(=O)(=O)c1ccccc1)C(=O)O)c1ccc(CCc2ccc3c(n2)NCCC3)cc1. As a reaction SMILES: [C:1]([CH3:2])([CH3:3])([CH3:4])[O:5][C:6]([CH:7]([CH2:8][NH:9][C:10]([c:11]1[cH:12][cH:13][c:14]([CH2:17][CH2:18][c:19]2[cH:20][cH:21][c:22]3[c:27]([n:28]2)[NH:26][CH2:25][CH2:24][CH2:23]3)[cH:15][cH:16]1)=[O:29])[NH:30][S:31](=[O:32])(=[O:33])[c:34]1[cH:35][cH:36][cH:37][cH:38][cH:39]1)=[O:40].[Cl:48][CH2:49][Cl:50].[F:41][C:42]([F:43])([F:44])[C:45]([OH:46])=[O:47]>>[O:5]=[C:6]([CH:7]([CH2:8][NH:9][C:10]([c:11]1[cH:12][cH:13][c:14]([CH2:17][CH2:18][c:19]2[cH:20][cH:21][c:22]3[c:27]([n:28]2)[NH:26][CH2:25][CH2:24][CH2:23]3)[cH:15][cH:16]1)=[O:29])[NH:30][S:31](=[O:32])(=[O:33])[c:34]1[cH:35][cH:36][cH:37][cH:38][cH:39]1)[OH:40]. Starting materials: [Cl-].[Na+] (sodium chloride), NC1=NC(=NO1)C(C(=O)OCC)=NOC (Ethyl 2-(5-amino-1,2,4-oxadiazol-3-yl)-2-methoxyiminoacetate), [OH-].[Na+] (sodium hydroxide), Cl (hydrochloric acid). Product: NC1=NC(=NO1)C(C(=O)O)=NOC (2-(5-amino-1,2,4-oxadiazol-3-yl)-2-methoxyiminoacetic acid). Yield: 92.1%. RXN SMILES: [NH2:1][C:2]1[O:6][N:5]=[C:4]([C:7](=[N:13][O:14][CH3:15])[C:8]([O:10]CC)=[O:9])[N:3]=1.[OH-].[Na+].Cl.[Cl-].[Na+]>>[NH2:1][C:2]1[O:6][N:5]=[C:4]([C:7](=[N:13][O:14][CH3:15])[C:8]([OH:10])=[O:9])[N:3]=1 |f:1.2,4.5|. Reported procedure: Ethyl 2-(5-amino-1,2,4-oxadiazol-3-yl)-2-methoxyiminoacetate (syn isomer) (2.5 g) was added to 1N aqueous sodium hydroxide (14 ml), and the solution was stirred at ambient temperature for an hour. The reaction mixture was adjusted to pH 1.8 with 10% hydrochloric acid, salted out with sodium chloride, and then extracted with a mixture of ethyl acetate and tetrahydrofuran. After drying over anhydrous magnesium sulfate, the extract was evaporated to dryness to give a residue, which was washed with ... Starting materials: CC=1NC=CN1 (2-methylimidazole), ClC=1N=C(C2=C(N1)SC(=C2)Cl)NCC2=CC1=C(C=C2)OCO1 (2,6-dichloro-4-(3,4-methylenedioxybenzylamino)-thieno-[2,3-d]-pyrimidine). The product is CC=1N(C=CN1)C=1N=C(C2=C(N1)SC(=C2)Cl)NCC2=CC1=C(C=C2)OCO1 (2-(2-methylimidazol-1-yl)-6-chloro-4-(3,4-methylenedioxybenzylamino)-thieno-[2,3-d]-pyrimidine). Reaction SMILES: [CH3:1][C:2]1[NH:3][CH:4]=[CH:5][N:6]=1.Cl[C:8]1[N:9]=[C:10]([NH:18][CH2:19][C:20]2[CH:25]=[CH:24][C:23]3[O:26][CH2:27][O:28][C:22]=3[CH:21]=2)[C:11]2[CH:16]=[C:15]([Cl:17])[S:14][C:12]=2[N:13]=1>>[CH3:1][C:2]1[N:3]([C:8]2[N:9]=[C:10]([NH:18][CH2:19][C:20]3[CH:25]=[CH:24][C:23]4[O:26][CH2:27][O:28][C:22]=4[CH:21]=3)[C:11]3[CH:16]=[C:15]([Cl:17])[S:14][C:12]=3[N:13]=2)[CH:4]=[CH:5][N:6]=1. Procedure details: Following the procedure of Example 97, the reaction of 2-methylimidazole with 2,6-dichloro-4-(3,4-methylenedioxybenzylamino)-thieno-[2,3-d]-pyrimidine gives 2-(2-methylimidazol-1-yl)-6-chloro-4-(3,4-methylenedioxybenzylamino)-thieno-[2,3-d]-pyrimidine. Reactants: N (ammonia), C(C)(C)(C)OC(N(CCC(C)C)CC1=CC(=C(C=C1)OC1=CC2=C(C(OC(O2)(C)C)=O)C=C1)F)=O ([4-(2,2-Dimethyl-4-oxo-4H-benzo[1,3]dioxin-7-yloxy)-3-fluoro-benzyl]-(3-methyl-butyl)-carbamic acid tert-butyl ester), N (ammonia). Solvent: solution, C(C)(C)O (isopropanol). Conditions: temperature 80 celsius, time 8 hour. Yields the product C(C)(C)(C)OC(N(CCC(C)C)CC1=CC(=C(C=C1)OC1=CC(=C(C=C1)C(N)=O)O)F)=O ([4-(4-Carbamoyl-3-hydroxy-phenoxy)-3-fluoro-benzyl]-(3-methyl-butyl)-carbamic acid tert-butyl ester). RXN SMILES: [C:1]([O:5][C:6](=[O:35])[N:7]([CH2:13][C:14]1[CH:19]=[CH:18][C:17]([O:20][C:21]2[CH:33]=[CH:32][C:24]3[C:25](=O)[O:26]C(C)(C)[O:28][C:23]=3[CH:22]=2)=[C:16]([F:34])[CH:15]=1)[CH2:8][CH2:9][CH:10]([CH3:12])[CH3:11])([CH3:4])([CH3:3])[CH3:2].[NH3:36]>C(O)(C)C>[C:1]([O:5][C:6](=[O:35])[N:7]([CH2:13][C:14]1[CH:19]=[CH:18][C:17]([O:20][C:21]2[CH:33]=[CH:32][C:24]([C:25](=[O:26])[NH2:36])=[C:23]([OH:28])[CH:22]=2)=[C:16]([F:34])[CH:15]=1)[CH2:8][CH2:9][CH:10]([CH3:12])[CH3:11])([CH3:4])([CH3:3])[CH3:2]. Reported procedure: [4-(2,2-Dimethyl-4-oxo-4H-benzo[1,3]dioxin-7-yloxy)-3-fluoro-benzyl]-(3-methyl-butyl)-carbamic acid tert-butyl ester (I-1d-1: 20 g) was dissolved in 35 mL of a 2 M solution of ammonia in isopropanol. The resulting solution was then treated with 50 mL of a saturated aqueous ammonia solution and the resulting mixture heated at 80° C. After 8 hours, the reaction mixture was cooled to ambient temperature and concentrated with a rotary evaporator. The residue was diluted with ethyl acetate and the or...